From a dataset of the Open Reaction Database (ORD), a public repository of structured organic reaction records. describe an organic reaction: reactants, conditions, products, and yield Reactants: C(C)[Mg]Br (Ethylmagnesium bromide), ClC=1C=CC(=C2N3C(=NC21)N(CCC3)C=3C(=NC(=CC3)N(C)C)C)C=O (9-chloro-1-[6-(dimethylamino)-2-methylpyridin-3-yl]-1,2,3,4-tetrahydropyrimido[1,2-a]benzimidazole-6-carbaldehyde). The solvent is O1CCCC1 (tetrahydrofuran). Conditions: temperature 0 celsius, time 40 minute. Yields the product ClC1=CC=C(C=2N3C(=NC21)N(CCC3)C=3C(=NC(=CC3)N(C)C)C)C(CC)O (1-{9-Chloro-1-[6-(dimethylamino)-2-methylpyridin-3-yl]-1,2,3,4-tetrahydropyrimido[1,2-a]benzimidazol-6-yl}propan-1-ol). Isolated yield 79.8%. As a reaction SMILES: [CH2:1]([Mg]Br)[CH3:2].[Cl:5][C:6]1[CH:7]=[CH:8][C:9]([CH:29]=[O:30])=[C:10]2[C:14]=1[N:13]=[C:12]1[N:15]([C:19]3[C:20]([CH3:28])=[N:21][C:22]([N:25]([CH3:27])[CH3:26])=[CH:23][CH:24]=3)[CH2:16][CH2:17][CH2:18][N:11]21>O1CCCC1>[Cl:5][C:6]1[C:14]2[N:13]=[C:12]3[N:15]([C:19]4[C:20]([CH3:28])=[N:21][C:22]([N:25]([CH3:27])[CH3:26])=[CH:23][CH:24]=4)[CH2:16][CH2:17][CH2:18][N:11]3[C:10]=2[C:9]([CH:29]([OH:30])[CH2:1][CH3:2])=[CH:8][CH:7]=1. Reported procedure: Ethylmagnesium bromide (3.0 M solution in diethyl ether, 0.24 mL, 0.72 mmol) was added to a stirred solution of 9-chloro-1-[6-(dimethylamino)-2-methylpyridin-3-yl]-1,2,3,4-tetrahydropyrimido[1,2-a]benzimidazole-6-carbaldehyde (240 mg, 0.649 mmol) in tetrahydrofuran (3.5 mL) at 0° C., and the mixture was stirred at 0° C. for 40 min. The reaction wars quenched by aqueous saturated ammonium chloride, and the mixture was extracted with tetrahydrofuran/ethyl acetate. The combined organic layer was wa... The reactants are Cl (hydrochloric acid), [H-].[Na+] (Sodium hydride), O\N=C(/C(=O)OCC)\C=1C=NC=CC1 (ethyl Z-2-hydroxyimino-2-(3-pyridyl)acetate), ClCC1=CC=C(OCC=2N=C(OC2C)C2=CC=CC=C2)C=C1 (4-(4-chloromethylphenoxymethyl)-5-methyl-2-phenyloxazole), C([O-])(O)=O.[Na+] (sodium bicarbonate). Solvent: C(C)(=O)OCC.CCCCCC (ethyl acetate hexane), CN(C=O)C (N,N-dimethylformamide). Reaction conditions: time 3 hour. Yields the product CC1=C(N=C(O1)C1=CC=CC=C1)COC1=CC=C(CO\N=C(/C(=O)OCC)\C=2C=NC=CC2)C=C1 (ethyl Z-2-[4-(5-methyl-2-phenyl-4-oxazolylmethoxy)benzyloxyimino]-2-(3-pyridyl)acetate). Isolated yield 74.5%. As a reaction SMILES: [H-].[Na+].[OH:3]/[N:4]=[C:5](/[C:11]1[CH:12]=[N:13][CH:14]=[CH:15][CH:16]=1)\[C:6]([O:8][CH2:9][CH3:10])=[O:7].Cl[CH2:18][C:19]1[CH:38]=[CH:37][C:22]([O:23][CH2:24][C:25]2[N:26]=[C:27]([C:31]3[CH:36]=[CH:35][CH:34]=[CH:33][CH:32]=3)[O:28][C:29]=2[CH3:30])=[CH:21][CH:20]=1.Cl.C(=O)(O)[O-].[Na+]>CN(C)C=O.C(OCC)(=O)C.CCCCCC>[CH3:30][C:29]1[O:28][C:27]([C:31]2[CH:32]=[CH:33][CH:34]=[CH:35][CH:36]=2)=[N:26][C:25]=1[CH2:24][O:23][C:22]1[CH:21]=[CH:20][C:19]([CH2:18][O:3]/[N:4]=[C:5](/[C:11]2[CH:12]=[N:13][CH:14]=[CH:15][CH:16]=2)\[C:6]([O:8][CH2:9][CH3:10])=[O:7])=[CH:38][CH:37]=1 |f:0.1,5.6,8.9|. Reported procedure: Sodium hydride (60% in oil, 153 mg) was added to a solution of ethyl Z-2-hydroxyimino-2-(3-pyridyl)acetate (619 mg) and 4-(4-chloromethylphenoxymethyl)-5-methyl-2-phenyloxazole (1.00 g) in N,N-dimethylformamide (10 ml) at room temperature under nitrogen atmosphere and stirred for 3 hours. 1N hydrochloric acid (7 ml) was added, an aqueous saturated solution of sodium bicarbonate was added and extracted with ethyl acetate. The ethyl acetate layer was washed with an aqueous saturated solution of so... The reactants are COC(=O)C1=CC2=CC=C(C=C2C=C1)C(=O)OC (2,6-naphthalenedicarboxylic acid dimethyl ester), [OH-].[Na+] (sodium hydroxide). Run in CN(C=O)C (N,N-dimethylformamide). Reaction conditions: time 30 minute. Yields the product COC(=O)C=1C=C2C=CC(=CC2=CC1)C(=O)O (6-(methoxycarbonyl)-2-naphthalenecarboxylic acid). Isolated yield 59.8%. RXN SMILES: [CH3:1][O:2][C:3]([C:5]1[CH:14]=[CH:13][C:12]2[C:7](=[CH:8][CH:9]=[C:10]([C:15]([O:17]C)=[O:16])[CH:11]=2)[CH:6]=1)=[O:4].[OH-].[Na+]>CN(C)C=O>[CH3:1][O:2][C:3]([C:5]1[CH:6]=[C:7]2[C:12](=[CH:13][CH:14]=1)[CH:11]=[C:10]([C:15]([OH:17])=[O:16])[CH:9]=[CH:8]2)=[O:4] |f:1.2|. Reported procedure: 2,6-naphthalenedicarboxylic acid dimethyl ester (26.0 g, 106 mmol) was dissolved in N,N-dimethylformamide (500 ml), and a 1N aqueous sodium hydroxide solution (106 ml) was added dropwise thereto at 100° C. over 30 minutes. After stirred for 3 hours, the solvent was distilled off under reduced pressure, water was added to the residue and the insolubles were filtered off. Concentrated hydrochloric acid (9 ml) was added to the filtrate, the precipitated crude product was filtered, washed with water... Starting materials: O=[N+]([O-])c1cc(Br)ccc1OCc1ccccc1, O=C([O-])[O-], CC(=O)[O-], CC(=O)[O-], C1CNCCN1, [Cs+], [Cs+], C1COCCO1, [Pd+2]. Yields the product O=[N+]([O-])c1cc(N2CCNCC2)ccc1OCc1ccccc1. RXN SMILES: [Br:1][c:2]1[cH:3][c:4]([N+:16](=[O:17])[O-:18])[c:5]([O:8][CH2:9][c:10]2[cH:11][cH:12][cH:13][cH:14][cH:15]2)[cH:6][cH:7]1.[C:25](=[O:26])([O-:27])[O-:28].[C:37]([O-:38])(=[O:39])[CH3:40].[C:42]([O-:43])(=[O:44])[CH3:45].[CH2:19]1[CH2:20][NH:21][CH2:22][CH2:23][NH:24]1.[Cs+:29].[Cs+:30].[O:31]1[CH2:32][CH2:33][O:34][CH2:35][CH2:36]1.[Pd+2:41]>>[c:2]1([N:21]2[CH2:20][CH2:19][NH:24][CH2:23][CH2:22]2)[cH:3][c:4]([N+:16](=[O:17])[O-:18])[c:5]([O:8][CH2:9][c:10]2[cH:11][cH:12][cH:13][cH:14][cH:15]2)[cH:6][cH:7]1. Reactants: CC(C)C[AlH]CC(C)C (DIBAL-H), alcohol, CO (Methanol), CC1(CCN(CC1)C(=O)OCC1=CC=CC=C1)C(=O)[O-] (1-benzyl 4-methylpiperidine-1,4-dicarboxylate), CC(C)C[AlH]CC(C)C (DIBAL-H), [Cl-].[Na+] (sodium chloride). Solvent: C1(=CC=CC=C1)C (toluene). Conditions: time 1 hour. The product is C(=O)C1CCN(CC1)C(=O)OCC1=CC=CC=C1 (Benzyl 4-formylpiperidine-1-carboxylate). Reaction SMILES: C[C:2]1([C:18]([O-])=[O:19])[CH2:7][CH2:6][N:5]([C:8]([O:10][CH2:11][C:12]2[CH:17]=[CH:16][CH:15]=[CH:14][CH:13]=2)=[O:9])[CH2:4][CH2:3]1.CC(C[AlH]CC(C)C)C.CO.[Cl-].[Na+]>C1(C)C=CC=CC=1>[CH:18]([CH:2]1[CH2:7][CH2:6][N:5]([C:8]([O:10][CH2:11][C:12]2[CH:13]=[CH:14][CH:15]=[CH:16][CH:17]=2)=[O:9])[CH2:4][CH2:3]1)=[O:19] |f:3.4|. Procedure details: A solution of 1-benzyl 4-methylpiperidine-1,4-dicarboxylate (10 g) in toluene (100 ml), under nitrogen, was cooled to −78° C. Then DIBAL-H (60.9 ml) was added dropwise at −78° C., and the mixture was stirred for 1 h at that temperature (TLC monitoring). Because the reaction was incomplete, a further 0.2 eq. of DIBAL-H was added and stirring was carried out for a further 30 min (TLC monitoring: some starting material and the corresponding alcohol were detectable). Methanol (40 ml) followed by sat... The reactants are Ice water, NC=1C=C2C(=NC=NC2=CC1)NC=C(C(=O)OCC)C(=O)OCC (diethyl [(6-amino-4-quinazolinylamino)methylene]propanedioate), N1=CC=CC=C1 (pyridine), C(C)(=O)OC(C)=O (acetic anhydride). Solvent: ClCCl (dichloromethane). Conditions: time 30 minute. Product: C(C)(=O)NC=1C=C2C(=NC=NC2=CC1)NC=C(C(=O)OCC)C(=O)OCC (diethyl [(6-acetamido-4-quinazolinylamino)methylene]-propanedioate). Yield: 64.4%. RXN SMILES: [NH2:1][C:2]1[CH:3]=[C:4]2[C:9](=[CH:10][CH:11]=1)[N:8]=[CH:7][N:6]=[C:5]2[NH:12][CH:13]=[C:14]([C:20]([O:22][CH2:23][CH3:24])=[O:21])[C:15]([O:17][CH2:18][CH3:19])=[O:16].N1C=CC=CC=1.[C:31](OC(=O)C)(=[O:33])[CH3:32]>ClCCl>[C:31]([NH:1][C:2]1[CH:3]=[C:4]2[C:9](=[CH:10][CH:11]=1)[N:8]=[CH:7][N:6]=[C:5]2[NH:12][CH:13]=[C:14]([C:20]([O:22][CH2:23][CH3:24])=[O:21])[C:15]([O:17][CH2:18][CH3:19])=[O:16])(=[O:33])[CH3:32]. Reported procedure: A mixture of diethyl [(6-amino-4-quinazolinylamino)methylene]propanedioate (3.03 g), pyridine (3.63 g) and dichloromethane (93 ml) was ice-cooled. To the mixture was added acetic anhydride (1.88 g). The reaction mixture was stirred for 30 minutes under ice-cooling and then for 2 hours and 15 minutes at ambient temperature. Ice water was added to the mixture. The resultant mixture was extracted with chloroform. The organic layer was washed three times with water and with aqueous solution saturate...